This data is from the Open Reaction Database (ORD), a public repository of structured organic reaction records. The task is: describe an organic reaction: reactants, conditions, products, and yield Reactants: [OH-].[Na+] (NaOH), ice water, N1=C(C(=CC=C1)N)N (pyridine-2,3-diamine), OCC(O)CO (glycerol), [N+](=O)([O-])C=1C=C(C=CC1)S(=O)(=O)[O-].[Na+] (sodium 3-nitrobenzenesulphonate), S(O)(O)(=O)=O (sulfuric acid). Solvent: O (water). Conditions: temperature 135 celsius, time 16 hour. Product: N1=CC=CC2=CC=NC(=C12)N (1,7-naphthyridin-8-amine). The yield is 39.0%. RXN SMILES: [N:1]1[CH:6]=[CH:5][CH:4]=[C:3]([NH2:7])[C:2]=1[NH2:8].O[CH2:10][CH:11]([CH2:13]O)O.[N+](C1C=C(S([O-])(=O)=O)C=CC=1)([O-])=O.[Na+].S(=O)(=O)(O)O.[OH-].[Na+]>O>[N:7]1[C:3]2[C:4](=[CH:5][CH:6]=[N:1][C:2]=2[NH2:8])[CH:13]=[CH:11][CH:10]=1 |f:2.3,5.6|. Procedure: A mixture of pyridine-2,3-diamine (5.0 g, 45.9 mmol), glycerol (21.1 g, 229 mmol), sodium 3-nitrobenzenesulphonate (20.6 g, 91.7 mmol), sulfuric acid (20 mL) and water (30 mL) was heated to 135° C. and stirred for 16 h. The mixture was cooled to room temperature and then poured into ice/water (150 g). The mixture was adjusted to pH ˜9 with saturated NaOH aqueous solution. Then the mixture was extracted with EtOAc (3×100 mL). The combined organic layers were dried over sodium sulfate and concentr... The reactants are C[C@H]1C[C@@H]([C@@H]([C@H](/C=C(/[C@@H]([C@H](/C=C\C=C(\C(=O)NC2=CC(=O)C(=C(C1)C2=O)NCC=C)/C)OC)OC(=O)N)\C)C)O)OC (17-Allylaminogeldanamycin), Cl (HCl), O1CCOCC1 (dioxane), aqueous solution, S(=O)([O-])S(=O)[O-].[Na+].[Na+] (sodium hydrosulfite). Run in ClCCl (dichloromethane). Conditions: time 30 minute. Product: C[C@@H]1CC2=C(C(=CC(=C2O)NC(=O)/C(=C/C=C\[C@@H]([C@H](/C(=C/[C@@H]([C@H]([C@H](C1)OC)O)C)/C)OC(=O)N)OC)/C)O)NCC=C.Cl (IPI-504). As a reaction SMILES: [CH3:1][C@@H:2]1[CH2:24][C:23]2[C:25](=[O:26])[C:18](=[CH:19][C:20]([C:22]=2[NH:27][CH2:28][CH:29]=[CH2:30])=[O:21])[NH:17][C:15](=[O:16])[C:14]([CH3:31])=[CH:13][CH:12]=[CH:11][C@H:10]([O:32][CH3:33])[C@@H:9]([O:34][C:35]([NH2:37])=[O:36])[C:8]([CH3:38])=[CH:7][C@H:6]([CH3:39])[C@@H:5]([OH:40])[C@@H:4]([O:41][CH3:42])[CH2:3]1.S(S([O-])=O)([O-])=O.[Na+].[Na+].[ClH:51].O1CCOCC1>ClCCl>[CH3:1][C@H:2]1[CH2:3][C@H:4]([O:41][CH3:42])[C@H:5]([OH:40])[C@@H:6]([CH3:39])[CH:7]=[C:8]([CH3:38])[C@H:9]([O:34][C:35]([NH2:37])=[O:36])[C@@H:10]([O:32][CH3:33])[CH:11]=[CH:12][CH:13]=[C:14]([CH3:31])[C:15](=[O:16])[NH:17][C:18]2=[C:25]([OH:26])[C:23](=[C:22]([NH:27][CH2:28][CH:29]=[CH2:30])[C:20]([OH:21])=[CH:19]2)[CH2:24]1.[ClH:51] |f:1.2.3,7.8|. Procedure: Compound of Formula (1) (0.450 g, 0.768 mmol, 1.0 equiv) is dissolved in dichloromethane.(50 mL) and stirred with a 10% aqueous solution of sodium hydrosulfite (50 mL). The solution is stirred for 30 minutes. The organic layer was collected, dried over Na2SO4, filtered and transferred to a round bottom flask. To this solution was added a solution of HCl in dioxane (4 N, 0.211 mL, 1.1 equiv.). The resulting mixture was allowed to stir under nitrogen for 30 minutes. A yellow solid slowly crashed o... As a reaction SMILES: [CH2:33]1[O:34][CH2:35][CH2:36][CH2:37]1.[CH3:11][O:12][c:13]1[cH:14][cH:15][c:16]([P:17]2(=[S:20])[S:18][P:19]([c:21]3[cH:22][cH:23][c:24]([O:25][CH3:26])[cH:27][cH:28]3)(=[S:29])[S:30]2)[cH:31][cH:32]1.[F:1][C:2]([C:3]([C:4](=[O:5])[NH2:6])([CH3:7])[CH3:8])([F:9])[F:10]>>[F:1][C:2]([C:3]([C:4]([NH2:6])=[S:20])([CH3:7])[CH3:8])([F:9])[F:10]. Starting materials: C1CCOC1, COc1ccc(P2(=S)SP(=S)(c3ccc(OC)cc3)S2)cc1, CC(C)(C(N)=O)C(F)(F)F. The product is CC(C)(C(N)=S)C(F)(F)F. Starting materials: ice water, C(C)(C)(C)OC(=O)N1CCC(=CC1)C1=CNC2=CC=C(C=C12)F (4-(5-fluoro-1H-indol-3-yl)-3,6-dihydro-2H-pyridine-1-carboxylic acid tert-butyl ester), [H-].[Na+] (NaH), CN(C)C=O (DMF), CN(C)C=O (DMF). Product: C(C)(C)(C)OC(=O)N1CCC(=CC1)C1=CN(C2=CC=C(C=C12)F)N (4-(1-Amino-5-fluoro-1H-indol-3-yl)-3,6-dihydro-2H-pyridine-1-carboxylic acid tert-butyl ester). The yield is 94.0%. As a reaction SMILES: [C:1]([O:5][C:6]([N:8]1[CH2:13][CH:12]=[C:11]([C:14]2[C:22]3[C:17](=[CH:18][CH:19]=[C:20]([F:23])[CH:21]=3)[NH:16][CH:15]=2)[CH2:10][CH2:9]1)=[O:7])([CH3:4])([CH3:3])[CH3:2].[H-].[Na+].C[N:27](C=O)C>>[C:1]([O:5][C:6]([N:8]1[CH2:9][CH:10]=[C:11]([C:14]2[C:22]3[C:17](=[CH:18][CH:19]=[C:20]([F:23])[CH:21]=3)[N:16]([NH2:27])[CH:15]=2)[CH2:12][CH2:13]1)=[O:7])([CH3:4])([CH3:2])[CH3:3] |f:1.2|. Procedure: A solution of 4-(5-fluoro-1H-indol-3-yl)-3,6-dihydro-2H-pyridine-1-carboxylic acid tert-butyl ester (730 mg, 2.31 mmol) in anhydrous DMF is added slowly to a stirred solution of 60% NaH (1108 mg, 27.72 mmol) in anhydrous DMF (20 mL) at 0° C. under N2 and stirred at rt for an hour. HOSA (1305 mg, 11.55 mmol) is added portion-wise at 0° C., stirred at 0° C. for 5 hours, poured into ice/water (350 mL) and extracted with ether (3×35 mL). The combined organic extract is washed with water (2×20 mL) an... Reactants: COC1=CC=C2C(=NNC2=C1)C(=O)OCC (ethyl 6-methoxy-1H-indazole-3-carboxylate), [OH-].[Na+] (sodium hydroxide), [OH-].[Na+] (NaOH). The solvent is CO (methanol). Run at time 2 hour. Product: COC1=CC=C2C(=NNC2=C1)C(=O)O (6-methoxy-1H-indazole-3-carboxylic acid). Isolated yield 80.2%. RXN SMILES: [CH3:1][O:2][C:3]1[CH:11]=[C:10]2[C:6]([C:7]([C:12]([O:14]CC)=[O:13])=[N:8][NH:9]2)=[CH:5][CH:4]=1.[OH-].[Na+]>CO>[CH3:1][O:2][C:3]1[CH:11]=[C:10]2[C:6]([C:7]([C:12]([OH:14])=[O:13])=[N:8][NH:9]2)=[CH:5][CH:4]=1 |f:1.2|. Reported procedure: To ethyl 6-methoxy-1H-indazole-3-carboxylate (0.415 mmol) in methanol (5 ml) was added 4N sodium hydroxide (aq) (8 mL, 32.0 mmol). After two hours stirring, reaction was still not finished and 6 ml of 4N NaOH was added. Upon completion of the reaction, the methanol was removed by evaporation and the water layer was washed with ethyl acetate. Subsequently the water layer was acidified and extracted with ethyl acetate twice. The latter organic layers were combined, dried (Na2SO4) and concentrated ... The reactants are C(C)OC(C1=C(N=C(C(=C1)F)Cl)Cl)=O (2,6-Dichloro-5-fluoro-nicotinic acid ethyl ester), C(#N)C1=CC=C(C=C1)O (4-cyano-phenol). The product is C(C)OC(C1=C(N=C(C(=C1)F)OC1=CC=C(C=C1)C#N)Cl)=O (2-chloro-6-(4-cyano phenoxy)-5-fluoro Nicotinic Acid Ethyl Ester). Isolated yield 49.9%. As a reaction SMILES: [CH2:1]([O:3][C:4](=[O:14])[C:5]1[CH:10]=[C:9]([F:11])[C:8](Cl)=[N:7][C:6]=1[Cl:13])[CH3:2].[C:15]([C:17]1[CH:22]=[CH:21][C:20]([OH:23])=[CH:19][CH:18]=1)#[N:16]>>[CH2:1]([O:3][C:4](=[O:14])[C:5]1[CH:10]=[C:9]([F:11])[C:8]([O:23][C:20]2[CH:21]=[CH:22][C:17]([C:15]#[N:16])=[CH:18][CH:19]=2)=[N:7][C:6]=1[Cl:13])[CH3:2]. Reported procedure: 2,6-Dichloro-5-fluoro-nicotinic acid ethyl ester (3.5 g, 15.0 mmol) and 4-cyano-phenol (1.78 g, 15.0 mmol) were coupled using the procedure of Example 17(a) to afford 2.4 g of the required product. 1H NMR (DMSO-d6): δ 1.35 (3H, t), 4.4 (2H, q), 7.58 (2H, d), 8.0 (2H, d), 8.4 (1H, d). Reactants: residue, C(C)(=O)OCC (ethyl acetate). Reagents/catalysts: [Pd] (palladium on carbon). Solvent: ClCCl (dichloromethane). Product: O1CC(CC1)CCCCO (4-(Tetrahydro-3-furanyl)-1-butanol). RXN SMILES: [C:1]([O:4][CH2:5][CH3:6])(=O)[CH3:2]>ClCCl.[Pd]>[O:4]1[CH2:5][CH2:6][CH:2]([CH2:5][CH2:6][CH2:2][CH2:1][OH:4])[CH2:1]1. Procedure details: All batches of the material were combined, loaded in dichloromethane and purified on silica (100 g) using a 0-25% gradient of ethyl acetate-cyclohexane over 40 mins using a Flashmaster II. The appropriate fractions were combined and evaporated in vacuo, a solution of the residue (3.42 g, 14.9 mmol) and 10% palladium on carbon (684 mg) in ethyl acetate (100 ml) was hydrogenated at atmospheric pressure and room temperature for 24 hours. The catalyst was filtered through Celite and the filtrate con...